Dataset: the Open Reaction Database (ORD), a public repository of structured organic reaction records. Task: describe an organic reaction: reactants, conditions, products, and yield Run at time 2 hour. Isolated yield 75.1%. Reactants: Cl.NCCC(=O)OCC (ethyl 3-aminopropionate monohydrochloride), C(C)(C)(C)OC(=O)NCC(=O)O (2-{(tert-butoxycarbonyl)amino}acetic acid), O.ON1N=NC2=C1C=CC=C2 (1-hydroxybenzotriazole monohydrate), Cl.C(C)N=C=NCCCN(C)C (1-ethyl-3-(3-dimethylaminopropyl)carbodiimide monohydrochloride). Solvent: C(Cl)(Cl)Cl (chloroform), C(C)N(CC)CC (triethylamine), C(Cl)(Cl)Cl (chloroform). Product: C(C)(C)(C)OC(=O)NCC(=O)NCCC(=O)OCC (ethyl 3-(2-{(tert-butoxycarbonyl)amino}-acetylamino)propionate). RXN SMILES: Cl.[NH2:2][CH2:3][CH2:4][C:5]([O:7][CH2:8][CH3:9])=[O:6].[C:10]([O:14][C:15]([NH:17][CH2:18][C:19](O)=[O:20])=[O:16])([CH3:13])([CH3:12])[CH3:11].O.ON1C2C=CC=CC=2N=N1.Cl.C(N=C=NCCCN(C)C)C>C(Cl)(Cl)Cl.C(N(CC)CC)C>[C:10]([O:14][C:15]([NH:17][CH2:18][C:19]([NH:2][CH2:3][CH2:4][C:5]([O:7][CH2:8][CH3:9])=[O:6])=[O:20])=[O:16])([CH3:13])([CH3:12])[CH3:11] |f:0.1,3.4,5.6|. Reported procedure: To a solution of 1.5 g of ethyl 3-aminopropionate monohydrochloride and 1.7 g of 2-{(tert-butoxycarbonyl)amino}acetic acid in 50 ml of chloroform, 1.6 g of 1-hydroxybenzotriazole monohydrate, 2.3 g of 1-ethyl-3-(3-dimethylaminopropyl)carbodiimide monohydrochloride and 1.4 ml of triethylamine were added at room temperature by the order stated, and stirred for 2 hours at the same temperature. The reaction liquid was diluted with chloroform, and washed successively with saturated aqueous sodium bic... Starting materials: C([O-])([O-])=O.[Cs+].[Cs+] (Cesium carbonate), CC1=NNC2=NC=NC(=C21)N (3-methyl-1H-pyrazolo[3,4-d]pyrimidin-4-amine), ClC=1C(=C(C(=C(C1)C(C)Cl)OC)C=1C=CC(=NC1)C(=O)N(C)C)C#N (5-[3-chloro-5-(1-chloroethyl)-2-cyano-6-methoxyphenyl]-N,N-dimethylpyridine-2-carboxamide). Solvent: CN(C=O)C (N,N-dimethylformamide), CCOC(=O)C (EtOAc). Run at temperature 80 celsius, time 3 hour. Yields the product NC1=C2C(=NC=N1)N(N=C2C)C(C)C=2C(=C(C(=C(C2)Cl)C#N)C=2C=CC(=NC2)C(=O)N(C)C)OC (5-{3-[1-(4-Amino-3-methyl-1H-pyrazolo[3,4-d]pyrimidin-1-yl)ethyl]-5-chloro-6-cyano-2-methoxyphenyl}-N,N-dimethylpyridine-2-carboxamide). Yield: 84.9%. RXN SMILES: C(=O)([O-])[O-].[Cs+].[Cs+].[CH3:7][C:8]1[C:16]2[C:11](=[N:12][CH:13]=[N:14][C:15]=2[NH2:17])[NH:10][N:9]=1.[Cl:18][C:19]1[C:20]([C:41]#[N:42])=[C:21]([C:30]2[CH:31]=[CH:32][C:33]([C:36]([N:38]([CH3:40])[CH3:39])=[O:37])=[N:34][CH:35]=2)[C:22]([O:28][CH3:29])=[C:23]([CH:25](Cl)[CH3:26])[CH:24]=1>CN(C)C=O.CCOC(C)=O>[NH2:17][C:15]1[N:14]=[CH:13][N:12]=[C:11]2[N:10]([CH:25]([C:23]3[C:22]([O:28][CH3:29])=[C:21]([C:30]4[CH:31]=[CH:32][C:33]([C:36]([N:38]([CH3:39])[CH3:40])=[O:37])=[N:34][CH:35]=4)[C:20]([C:41]#[N:42])=[C:19]([Cl:18])[CH:24]=3)[CH3:26])[N:9]=[C:8]([CH3:7])[C:16]=12 |f:0.1.2|. Reported procedure: Cesium carbonate (3000 mg, 10 mmol) was added to a mixture of 3-methyl-1H-pyrazolo[3,4-d]pyrimidin-4-amine (1100 mg, 7.1 mmol) and 5-[3-chloro-5-(1-chloroethyl)-2-cyano-6-methoxyphenyl]-N,N-dimethylpyridine-2-carboxamide (1.8 g, 4.8 mmol) in N,N-dimethylformamide (50 mL). The reaction was stirred at 80° C. for 3 hrs and was allowed to cool to room temperature. The reaction was diluted with EtOAc, washed with water, brine, dried over Na2SO4, filtered and concentrated to give the crude product. Th... Yields the product CCOc1nc(C(F)(F)F)cc(=O)n1-c1cc(C(=O)OC)c(Cl)cc1F. Reaction SMILES: [CH3:25][CH2:26][OH:27].[Cl:1][c:2]1[c:3]([C:4](=[O:5])[O:6][CH3:7])[cH:8][c:9](-[n:13]2[c:14]([Cl:24])[n:15][c:16]([C:20]([F:21])([F:22])[F:23])[cH:17][c:18]2=[O:19])[c:10]([F:12])[cH:11]1>>[Cl:1][c:2]1[c:3]([C:4](=[O:5])[O:6][CH3:7])[cH:8][c:9](-[n:13]2[c:14]([O:27][CH2:26][CH3:25])[n:15][c:16]([C:20]([F:21])([F:22])[F:23])[cH:17][c:18]2=[O:19])[c:10]([F:12])[cH:11]1. Reactants: CCO, COC(=O)c1cc(-n2c(Cl)nc(C(F)(F)F)cc2=O)c(F)cc1Cl. The reactants are CC(=O)OCc1c(-c2cc(Nc3ccc(CN4CCN(C)CC4)cn3)c(=O)n(C)n2)cccc1-n1ncc2cc(C(C)(C)C)cc(F)c2c1=O, O=C([O-])[O-], CO, [K+], [K+], O. The product is CN1CCN(Cc2ccc(Nc3cc(-c4cccc(-n5ncc6cc(C(C)(C)C)cc(F)c6c5=O)c4CO)nn(C)c3=O)nc2)CC1. RXN SMILES: [C:1]([CH3:2])([CH3:3])([CH3:4])[c:5]1[cH:6][c:7]2[cH:8][n:9][n:10](-[c:17]3[c:18]([CH2:19][O:20][C:21](=[O:22])[CH3:23])[c:24](-[c:28]4[n:29][n:30]([CH3:50])[c:31](=[O:49])[c:32]([NH:34][c:35]5[n:36][cH:37][c:38]([CH2:41][N:42]6[CH2:43][CH2:44][N:45]([CH3:48])[CH2:46][CH2:47]6)[cH:39][cH:40]5)[cH:33]4)[cH:25][cH:26][cH:27]3)[c:11](=[O:16])[c:12]2[c:13]([F:15])[cH:14]1.[C:51](=[O:52])([O-:53])[O-:54].[CH3:58][OH:59].[K+:55].[K+:56].[OH2:57]>>[C:1]([CH3:2])([CH3:3])([CH3:4])[c:5]1[cH:6][c:7]2[cH:8][n:9][n:10](-[c:17]3[c:18]([CH2:19][OH:20])[c:24](-[c:28]4[n:29][n:30]([CH3:50])[c:31](=[O:49])[c:32]([NH:34][c:35]5[n:36][cH:37][c:38]([CH2:41][N:42]6[CH2:43][CH2:44][N:45]([CH3:48])[CH2:46][CH2:47]6)[cH:39][cH:40]5)[cH:33]4)[cH:25][cH:26][cH:27]3)[c:11](=[O:16])[c:12]2[c:13]([F:15])[cH:14]1. Starting materials: FC(C=1N=C(SC1)C(CC(=O)OC)CC1=CC=C(C=C1)OCC1=CC=CC=C1)(F)F (methyl (±)-3[4-(trifluoromethyl)thiazol-2-yl]-4-(4-benzyloxyphenyl)butanoate), B(F)(F)F.CCOCC (BF3.OEt2), B(F)(F)F.CCOCC (BF3.OEt2). The solvent is CCS (EtSH). Reaction conditions: temperature 0 celsius, time 18 hour. The product is FC(C=1N=C(SC1)C(CC(=O)OC)CC1=CC=C(C=C1)O)(F)F (Methyl (±)-3-[4-(trifluoromethyl)thiazol-2-yl]-4-(4-hydroxyphenyl)butanoate). Yield: 80.9%. As a reaction SMILES: [F:1][C:2]([F:30])([F:29])[C:3]1[N:4]=[C:5]([CH:8]([CH2:14][C:15]2[CH:20]=[CH:19][C:18]([O:21]CC3C=CC=CC=3)=[CH:17][CH:16]=2)[CH2:9][C:10]([O:12][CH3:13])=[O:11])[S:6][CH:7]=1.B(F)(F)F.CCOCC>CCS>[F:30][C:2]([F:1])([F:29])[C:3]1[N:4]=[C:5]([CH:8]([CH2:14][C:15]2[CH:16]=[CH:17][C:18]([OH:21])=[CH:19][CH:20]=2)[CH2:9][C:10]([O:12][CH3:13])=[O:11])[S:6][CH:7]=1 |f:1.2|. Procedure: To a solution of methyl (±)-3[4-(trifluoromethyl)thiazol-2-yl]-4-(4-benzyloxyphenyl)butanoate (0.44 mmole, crude) in EtSH (5 mL) at RT was added BF3.OEt2 (0.3 mL). After 18 hr. additional BF3.OEt2 (0.3 mL) was added. After another 18 hr, the mixture was cooled to 0° C. and carefully quenched with saturated NaHCO3. The resulting mixture was extracted with CH2Cl2 (3×25 mL). The combined organic layers were dried over MgSO4, filtered, and concentrated. The residue was chromatographed on silica gel ... The reactants are CN1CCOCC1 (N-methylmorpholine), C(C)(C)(C)OC(=O)N[C@@H](C)C(=O)O (tert. butyloxycarbonyl-L-alanine), Cl.C1(=CC=CC=C1)C[C@H]1C[C@H](NC1)C(=O)OCC1=CC=CC=C1 (4-(S)-(phenylmethyl)-L-proline, phenylmethyl ester, hydrochloride), CN1CCOCC1 (N-methylmorpholine), ClC(=O)OCC(C)C (isobutyl chloroformate). The solvent is C(C)#N (acetonitrile), C(Cl)(Cl)Cl (chloroform). Conditions: time 5 minute. The product is CC(C)(OOC(=O)N[C@@H](C)C(=O)N1[C@H](C(=O)OCC2=CC=CC=C2)C[C@@H](C1)CC1=CC=CC=C1)C (1-[N-(1,1-dimethylethoxycarboxy)-L-alanyl]-4-(S)-(phenylmethyl)-L-proline, phenylmethyl ester). As a reaction SMILES: C([O:5][C:6]([NH:8][C@H:9]([C:11]([OH:13])=O)[CH3:10])=[O:7])(C)(C)C.CN1CC[O:18]CC1.ClC(O[CH2:25][CH:26]([CH3:28])[CH3:27])=O.Cl.[C:30]1([CH2:36][C@@H:37]2[CH2:41][NH:40][C@H:39]([C:42]([O:44][CH2:45][C:46]3[CH:51]=[CH:50][CH:49]=[CH:48][CH:47]=3)=[O:43])[CH2:38]2)[CH:35]=[CH:34][CH:33]=[CH:32][CH:31]=1>C(Cl)(Cl)Cl.C(#N)C>[CH3:25][C:26]([CH3:28])([O:18][O:5][C:6]([NH:8][C@H:9]([C:11]([N:40]1[CH2:41][C@@H:37]([CH2:36][C:30]2[CH:31]=[CH:32][CH:33]=[CH:34][CH:35]=2)[CH2:38][C@H:39]1[C:42]([O:44][CH2:45][C:46]1[CH:47]=[CH:48][CH:49]=[CH:50][CH:51]=1)=[O:43])=[O:13])[CH3:10])=[O:7])[CH3:27] |f:3.4|. Procedure details: A solution of 11.7 grams of tert. butyloxycarbonyl-L-alanine in 500 ml. of acetonitrile is cooled to -20° and 6.8 ml. of N-methylmorpholine is added, followed by 8.1 ml. of isobutyl chloroformate. The reaction mixture is allowed to stir for 5 minutes at -20° and a solution of 15.4 grams of 4-(S)-(phenylmethyl)-L-proline, phenylmethyl ester, hydrochloride and 6.8 ml. of N-methylmorpholine in 500 ml. of chloroform is added. The reaction mixture is allowed to warm slowly to room temperature, with s... Starting materials: phase, ClC1=C(C=CC(=C1)Cl)SC(C(=O)N1CCN(CC1)C(=O)C=1C=C(CC2=NNC(C3=CC=CC=C23)=O)C=CC1F)(C)C (4-(3-(4-(2-((2,4-dichlorophenyl)thio)-2-methylpropanoyl)piperazine-1-carbonyl)-4-fluorobenzyl)phthalazin-1(2H)-one), OOS(=O)[O-].[K+] (Oxone), C(C)(=O)OCC (ethyl acetate). The solvent is pet ether, CO (MeOH), O (water), O (water). Conditions: temperature 0 celsius, time 4 hour. The product is C1(NN=CC2=CC=CC=C12)=O (phthalazin-1(2H)-one), compound. Yield: 32.0%. RXN SMILES: ClC1C=C(Cl)C=CC=1SC(C)(C)C(N1CCN(C(C2C=C(C=CC=2F)C[C:25]2[C:34]3[C:29](=[CH:30][CH:31]=[CH:32][CH:33]=3)[C:28](=[O:35])[NH:27][N:26]=2)=O)CC1)=O.OOS([O-])=O.[K+].C(OCC)(=O)C>CO.O>[C:28]1(=[O:35])[C:29]2[C:34](=[CH:33][CH:32]=[CH:31][CH:30]=2)[CH:25]=[N:26][NH:27]1 |f:1.2|. Reported procedure: To 4-(3-(4-(2-((2,4-dichlorophenyl)thio)-2-methylpropanoyl)piperazine-1-carbonyl)-4-fluorobenzyl)phthalazin-1(2H)-one (2.5 g, 15 mmol) in MeOH (25 mL) was added dropwise a solution of Oxone (9.98 g, 30 mmol) in water (25 mL) at 0° C. after addition reaction mixture stirred at 0° C. for 4 h. The progress of reaction was checked by TLC using mobile phase 50% ethyl acetate in pet ether. The reaction mixture was evaporated on a rotatory evaporator under reduced pressure to afford the semisolid off-w...